From a dataset of the Open Reaction Database (ORD), a public repository of structured organic reaction records. describe an organic reaction: reactants, conditions, products, and yield Starting materials: C(C)(=O)Cl (acetyl chloride), C(C)(C)(C)C=1C=C(C(C2=CC=CC=C2)=NO)C=C(C1O)C(C)(C)C (3,5-di-t-butyl-4-hydroxybenzophenone oxime), ice water. Run in N1=CC=CC=C1 (pyridine). Reaction conditions: time 20 minute. Product: C(C)(=O)ON=C(C1=CC(=C(C(=C1)C(C)(C)C)O)C(C)(C)C)C1=CC=CC=C1 (3,5-di-t-butyl-4-hydroxybenzophenone O-acetyloxime). As a reaction SMILES: [C:1]([C:5]1[CH:6]=[C:7]([CH:17]=[C:18]([C:21]([CH3:24])([CH3:23])[CH3:22])[C:19]=1[OH:20])[C:8](=[N:15][OH:16])[C:9]1[CH:14]=[CH:13][CH:12]=[CH:11][CH:10]=1)([CH3:4])([CH3:3])[CH3:2].[C:25](Cl)(=[O:27])[CH3:26]>N1C=CC=CC=1>[C:25]([O:16][N:15]=[C:8]([C:9]1[CH:14]=[CH:13][CH:12]=[CH:11][CH:10]=1)[C:7]1[CH:17]=[C:18]([C:21]([CH3:24])([CH3:23])[CH3:22])[C:19]([OH:20])=[C:5]([C:1]([CH3:4])([CH3:3])[CH3:2])[CH:6]=1)(=[O:27])[CH3:26]. Reported procedure: 0.93 g of 3,5-di-t-butyl-4-hydroxybenzophenone oxime was dissolved in pyridine, and 0.28 g of acetyl chloride was added dropwise at room temperature. Thereafter, the mixture was stirred for 20 minutes. The reaction mixture was poured into ice water, extracted with benzene, washed with 4% HCl, water and a saturated aqueous solution of sodium bicarbonate, and dried. The solvent was distilled off, and the resulting crystals were recrystallized from ether/n-hexane to give 3,5-di-t-butyl-4-hydroxyben...